The task is: describe an organic reaction: reactants, conditions, products, and yield. This data is from the Open Reaction Database (ORD), a public repository of structured organic reaction records. The reactants are C1(CCCC1)[C@](C(=O)O)(C1=CC=CC=C1)O ((R)-cyclopentylhydroxyphenyl acetic acid), C(Cl)Cl (DCM), CN(C1CCNCC1)C (dimethylpiperidin-4-yl amine), CCN(C(C)C)C(C)C (DIPEA), C=1C=CC2=C(C1)N=NN2O (HOBt), CCN=C=NCCCN(C)C (EDCI). Run at time 12 hour. The product is C1(CCCC1)[C@](C(=O)N1CCC(CC1)N(C)C)(C1=CC=CC=C1)O ((R)-2-Cyclopentyl-1-(4-dimethylaminopiperidin-1-yl)-2-hydroxy-2-phenylethanone). Yield: 60.0%. As a reaction SMILES: [CH:1]1([C@@:6]([OH:16])([C:10]2[CH:15]=[CH:14][CH:13]=[CH:12][CH:11]=2)[C:7]([OH:9])=O)[CH2:5][CH2:4][CH2:3][CH2:2]1.C(Cl)Cl.[CH3:20][N:21]([CH3:28])[CH:22]1[CH2:27][CH2:26][NH:25][CH2:24][CH2:23]1.CCN(C(C)C)C(C)C.C1C=CC2N(O)N=NC=2C=1.CCN=C=NCCCN(C)C>>[CH:1]1([C@@:6]([OH:16])([C:10]2[CH:15]=[CH:14][CH:13]=[CH:12][CH:11]=2)[C:7]([N:25]2[CH2:26][CH2:27][CH:22]([N:21]([CH3:28])[CH3:20])[CH2:23][CH2:24]2)=[O:9])[CH2:2][CH2:3][CH2:4][CH2:5]1. Procedure details: To a stirred solution of (R)-cyclopentylhydroxyphenyl acetic acid (5.00 g, 22.7 mmol) in DCM (200 mL, 3 mol) was added dimethylpiperidin-4-yl amine (2.91 g, 22.7 mmol). DIPEA (11.9 mL, 68.1 mmol) and HOBt (5.21 g, 34 mmol) were added, followed by EDCI (5.22 g, 27.2 mmol). The mixture was stirred for 12 hours, then washed with water (300 mL), a saturated aqueous NaCl solution (300 mL), dried over MgSO4 and then filtered. The solvent was removed under reduced pressure. The crude material was purif...